Task: describe an organic reaction: reactants, conditions, products, and yield. Dataset: the Open Reaction Database (ORD), a public repository of structured organic reaction records Starting materials: NC(C1=CC=CC=C1)C1=CC=CC=C1 (aminodiphenylmethane), N1C=NC(=C1)C(=O)O (4-imidazolecarboxylic acid), C(=O)(N1C=NC=C1)N1C=NC=C1 (1,1'-carbonyldiimidazole), C(C)(C)N(CC)C(C)C (diisopropylethylamine). Solvent: CN(C)C=O (DMF). Run at temperature 35 celsius, time 2 day. Yields the product C1(=CC=CC=C1)C(NC(=O)C=1N=CNC1)C1=CC=CC=C1 (N-(Diphenylmethyl)-1H-imidazole-4-carboxamide). Reaction SMILES: [NH:1]1[CH:5]=[C:4]([C:6]([OH:8])=O)[N:3]=[CH:2]1.C(N1C=CN=C1)(N1C=CN=C1)=O.C(N(C(C)C)CC)(C)C.[NH2:30][CH:31]([C:38]1[CH:43]=[CH:42][CH:41]=[CH:40][CH:39]=1)[C:32]1[CH:37]=[CH:36][CH:35]=[CH:34][CH:33]=1>CN(C=O)C>[C:38]1([CH:31]([C:32]2[CH:33]=[CH:34][CH:35]=[CH:36][CH:37]=2)[NH:30][C:6]([C:4]2[N:3]=[CH:2][NH:1][CH:5]=2)=[O:8])[CH:39]=[CH:40][CH:41]=[CH:42][CH:43]=1. Procedure details: A mixture of 11.7 g of 4-imidazolecarboxylic acid, 18.7 g of 1,1'-carbonyldiimidazole, 20 ml of diisopropylethylamine and 600 ml of DMF was heated at 35° C. for approximately 18 hours. Twenty milliters of aminodiphenylmethane were added and the solution stirred at 35° C. for approximately 21/2 days The mixture was concentrated in vacuo and the residue added to 400 ml of water. The mixture was extracted with ethyl acetate and the organic layer was washed with a saturated sodium chloride solution,... Starting materials: BrC1=C2C=CC(=CC2=CC=C1)S(=O)(=O)OCC(F)(F)F (2,2,2-trifluoroethyl 5-bromonaphthalene-2-sulfonate), ClC1=CC(=C(C=C1)B(O)O)OC ((4-chloro-2-methoxyphenyl)boronic acid), P(=O)([O-])([O-])[O-].[K+].[K+].[K+] (potassium phosphate). The reagents and catalysts are C1=CC=C(C=C1)P([C-]2C=CC=C2)C3=CC=CC=C3.C1=CC=C(C=C1)P([C-]2C=CC=C2)C3=CC=CC=C3.Cl[Pd]Cl.[Fe+2].C(Cl)Cl (Pd(dppf)Cl2 CH2Cl2). Solvent: CCOC(=O)C (EtOAc), CCOC(=O)C (EtOAc). Reaction conditions: temperature 84 celsius. Yields the product ClC1=CC(=C(C=C1)C1=C2C=CC(=CC2=CC=C1)S(=O)(=O)OCC(F)(F)F)OC (2,2,2-trifluoroethyl 5-(4-chloro-2-methoxyphenyl)naphthalene-2-sulfonate). Isolated yield 71.5%. As a reaction SMILES: Br[C:2]1[CH:11]=[CH:10][CH:9]=[C:8]2[C:3]=1[CH:4]=[CH:5][C:6]([S:12]([O:15][CH2:16][C:17]([F:20])([F:19])[F:18])(=[O:14])=[O:13])=[CH:7]2.[Cl:21][C:22]1[CH:27]=[CH:26][C:25](B(O)O)=[C:24]([O:31][CH3:32])[CH:23]=1.P([O-])([O-])([O-])=O.[K+].[K+].[K+]>C1C=CC(P(C2C=CC=CC=2)[C-]2C=CC=C2)=CC=1.C1C=CC(P(C2C=CC=CC=2)[C-]2C=CC=C2)=CC=1.Cl[Pd]Cl.[Fe+2].C(Cl)Cl.CCOC(C)=O>[Cl:21][C:22]1[CH:27]=[CH:26][C:25]([C:2]2[CH:11]=[CH:10][CH:9]=[C:8]3[C:3]=2[CH:4]=[CH:5][C:6]([S:12]([O:15][CH2:16][C:17]([F:20])([F:19])[F:18])(=[O:14])=[O:13])=[CH:7]3)=[C:24]([O:31][CH3:32])[CH:23]=1 |f:2.3.4.5,6.7.8.9.10|. Reported procedure: A vial was charged with 2,2,2-trifluoroethyl 5-bromonaphthalene-2-sulfonate (0.211 g, 0.572 mmol), (4-chloro-2-methoxyphenyl)boronic acid (0.128 g, 0.687 mmol), potassium phosphate (0.486 g, 2.289 mmol), and Pd(dppf)Cl2 CH2Cl2 (0.047 g, 0.057 mmol). The vial was sealed with a septum cap and flushed with N2. Dioxane (2.60 mL) and water (0.260 mL) were added and the mixture was sparged with N2 for 1 minute, then heated at 84° C. for 2 h. The resulting mixture was filtered through diatomaceous Eart... Starting materials: CC(C)(C)O, CC(C)(C)CN(CC=O)c1ccc(C#N)c(C(F)(F)F)c1, CC=C(C)C, [O-][Cl+][O-], [Na+], [Na+], [OH-], O. Yields the product CC(C)(C)CN(CC(=O)O)c1ccc(C#N)c(C(F)(F)F)c1. RXN SMILES: [C:33]([OH:34])([CH3:35])([CH3:36])[CH3:37].[CH3:1][C:2]([CH2:3][N:4]([c:5]1[cH:6][c:7]([C:13]([F:14])([F:15])[F:16])[c:8]([C:9]#[N:10])[cH:11][cH:12]1)[CH2:17][CH:18]=[O:19])([CH3:20])[CH3:21].[CH3:22][C:23](=[CH:24][CH3:25])[CH3:26].[Cl+:27]([O-:28])[O-:29].[Na+:30].[Na+:32].[OH-:31].[OH2:38]>>[CH3:1][C:2]([CH2:3][N:4]([c:5]1[cH:6][c:7]([C:13]([F:14])([F:15])[F:16])[c:8]([C:9]#[N:10])[cH:11][cH:12]1)[CH2:17][C:18](=[O:19])[OH:28])([CH3:20])[CH3:21]. The reactants are CCOP(=O)(CC#N)OCC, COC(=O)C=C(c1ccc(OC)c(OC)c1)c1ccc(OC)c(OC)c1, COc1ccc(C(=O)c2ccncc2)cc1OC, C[Si](C)(C)[N-][Si](C)(C)C, CCCCCC, [Li+]. Product: COc1ccc(C(=CC#N)c2ccncc2)cc1OC. Reaction SMILES: [CH2:45]([O:46][P:47](=[O:48])([O:49][CH2:50][CH3:51])[CH2:53][C:54]#[N:55])[CH3:52].[CH3:1][O:2][c:3]1[cH:4][c:5]([C:6]([c:7]2[cH:8][cH:9][c:10]([O:11][CH3:12])[c:13]([O:14][CH3:15])[cH:16]2)=[CH:17][C:18]([O:19][CH3:20])=[O:21])[cH:22][cH:23][c:24]1[O:25][CH3:26].[CH3:27][O:28][c:29]1[cH:30][c:31]([C:32](=[O:33])[c:34]2[cH:35][cH:36][n:37][cH:38][cH:39]2)[cH:40][cH:41][c:42]1[O:43][CH3:44].[CH3:56][Si:57]([CH3:58])([CH3:59])[N-:60][Si:61]([CH3:62])([CH3:63])[CH3:64].[CH3:66][CH2:67][CH2:68][CH2:69][CH2:70][CH3:71].[Li+:65]>>[CH3:27][O:28][c:29]1[cH:30][c:31]([C:32]([c:34]2[cH:35][cH:36][n:37][cH:38][cH:39]2)=[CH:53][C:54]#[N:55])[cH:40][cH:41][c:42]1[O:43][CH3:44]. The reactants are CN1CCOCC1 (N-methylmorpholine), ClC1=NC(=NC(=N1)OC)OC (2-chloro-4,6-dimethoxy-1,3,5-triazine), C(C)(C)(C)OC(=O)NC(C(=O)NC(C(=O)O)C1=CC=CC=C1)(C)C (2-{2-[(tert-butoxy)carbonylamino]-2-methylpropanoylamino}-2-phenylacetic acid), Cl.Cl.NC=1N=C(NC1)C(C(=O)N1CCC(CC1)C)C1=CC=CC=C1 (2-(4-aminoimidazolyl)-1-(4-methylpiperidyl)-2-phenylethan-1-one dihydrochloride), C(CC(O)(C(=O)O)CC(=O)O)(=O)O (citric acid). Solvent: C1CCOC1 (THF), C(Cl)Cl (CH2Cl2), CCOC(=O)C (EtOAc). Conditions: time 2 hour. Product: C(C)(C)(C)OC(=O)NC(C(=O)N[C@H](C1=CC=CC=C1)C(NC=1N=CN(C1)C(C(=O)N1CCC(CC1)C)C1=CC=CC=C1)=O)(C)C ((R)-2-[(Tert-butoxy)carbonylamino]-2-methyl-N-[(N-{1-[2-(4-methylpiperidyl)-2-oxo-1-phenylethyl]imidazol-4-yl}carbamoyl)phenylmethyl]propanamide). Yield: 47.9%. RXN SMILES: CN1CCOCC1.Cl[C:9]1[N:14]=[C:13](OC)[N:12]=[C:11](OC)[N:10]=1.[C:19]([O:23][C:24]([NH:26][C:27]([CH3:42])([CH3:41])[C:28]([NH:30][CH:31]([C:35]1[CH:40]=[CH:39][CH:38]=[CH:37][CH:36]=1)[C:32]([OH:34])=O)=[O:29])=[O:25])([CH3:22])([CH3:21])[CH3:20].Cl.Cl.NC1N=C([CH:51]([C:61]2[CH:66]=[CH:65][CH:64]=[CH:63][CH:62]=2)[C:52]([N:54]2[CH2:59][CH2:58][CH:57]([CH3:60])[CH2:56][CH2:55]2)=[O:53])NC=1.C(O)(=O)CC(CC(O)=O)(C(O)=O)O>CCOC(C)=O.C1COCC1.C(Cl)Cl>[C:19]([O:23][C:24]([NH:26][C:27]([CH3:41])([CH3:42])[C:28]([NH:30][C@@H:31]([C:32](=[O:34])[NH:10][C:9]1[N:14]=[CH:13][N:12]([CH:51]([C:61]2[CH:62]=[CH:63][CH:64]=[CH:65][CH:66]=2)[C:52]([N:54]2[CH2:55][CH2:56][CH:57]([CH3:60])[CH2:58][CH2:59]2)=[O:53])[CH:11]=1)[C:35]1[CH:36]=[CH:37][CH:38]=[CH:39][CH:40]=1)=[O:29])=[O:25])([CH3:20])([CH3:22])[CH3:21] |f:3.4.5|. Procedure details: N-methylmorpholine (0.16 mL, 1.49 mmol) was added to a suspension of 2-chloro-4,6-dimethoxy-1,3,5-triazine (268 mg, 1.53 mmol), 2-{2-[(tert-butoxy)carbonylamino]-2-methylpropanoylamino}-2-phenylacetic acid (502 mg, 1.49 mmol), CH2Cl2 (7 mL) and THF (2 mL) at 23° C. The heterogeneous reaction stirred for two hours and 2-(4-aminoimidazolyl)-1-(4-methylpiperidyl)-2-phenylethan-1-one dihydrochloride (613 mg, 1.65 mmol) was added. The mixture was stirred for 15.5 h, and EtOAc (40 mL) and 10% (w/w) aq...